describe an organic reaction: reactants, conditions, products, and yield From a dataset of the Open Reaction Database (ORD), a public repository of structured organic reaction records. The reactants are BrN1C(CCC1=O)=O (N-Bromosuccinimide), CC=1OC2=C(C1)C=C(C=C2)[N+](=O)[O-] (2-methyl-5-nitrobenzofuran), C(C1=CC=CC=C1)(=O)OOC(C1=CC=CC=C1)=O (benzoyl peroxide). The solvent is C(Cl)(Cl)(Cl)Cl (carbon tetrachloride). The product is BrCC=1OC2=C(C1)C=C(C=C2)[N+](=O)[O-] (2-Bromomethyl-5-nitrobenzofuran). Reaction SMILES: [Br:1]N1C(=O)CCC1=O.[CH3:9][C:10]1[O:11][C:12]2[CH:18]=[CH:17][C:16]([N+:19]([O-:21])=[O:20])=[CH:15][C:13]=2[CH:14]=1.C(OOC(=O)C1C=CC=CC=1)(=O)C1C=CC=CC=1>C(Cl)(Cl)(Cl)Cl>[Br:1][CH2:9][C:10]1[O:11][C:12]2[CH:18]=[CH:17][C:16]([N+:19]([O-:21])=[O:20])=[CH:15][C:13]=2[CH:14]=1. Procedure: N-Bromosuccinimide (1.1 g, 6.2 mmole) was added portionwise to a solution of 2-methyl-5-nitrobenzofuran (1.0 g, 5.6 mmole) and benzoyl peroxide (50 mg) in carbon tetrachloride (50 ml) and the reaction mixture was heated at reflux temperature for 6 hours in the presence of bright light. The reaction mixture was then cooled, filtered and the filtrate evaporated to dryness. The residue was recrystallised from petroleum ether to give the title compound, yield 0.75 g, m.p. 96°-98°. Starting materials: C1CCOC1, [Li+], CCOC(=O)CN1CCC(C2CCN(C(=O)C(Cc3cc(C)c(O)c(C)c3)OC(=O)N3CCC(n4nc(-c5ccccc5)[nH]c4=O)CC3)CC2)CC1, [OH-], O. Yields the product Cc1cc(CC(OC(=O)N2CCC(n3nc(-c4ccccc4)[nH]c3=O)CC2)C(=O)N2CCC(C3CCN(CC(=O)O)CC3)CC2)cc(C)c1O. Reaction SMILES: [CH2:56]1[O:57][CH2:58][CH2:59][CH2:60]1.[Li+:2].[O:3]=[c:4]1[nH:5][c:6](-[c:49]2[cH:50][cH:51][cH:52][cH:53][cH:54]2)[n:7][n:8]1[CH:9]1[CH2:10][CH2:11][N:12]([C:15](=[O:16])[O:17][CH:18]([C:19](=[O:20])[N:21]2[CH2:22][CH2:23][CH:24]([CH:27]3[CH2:28][CH2:29][N:30]([CH2:33][C:34](=[O:35])[O:36][CH2:37][CH3:38])[CH2:31][CH2:32]3)[CH2:25][CH2:26]2)[CH2:39][c:40]2[cH:41][c:42]([CH3:48])[c:43]([OH:47])[c:44]([CH3:46])[cH:45]2)[CH2:13][CH2:14]1.[OH-:1].[OH2:55]>>[O:3]=[c:4]1[nH:5][c:6](-[c:49]2[cH:50][cH:51][cH:52][cH:53][cH:54]2)[n:7][n:8]1[CH:9]1[CH2:10][CH2:11][N:12]([C:15](=[O:16])[O:17][CH:18]([C:19](=[O:20])[N:21]2[CH2:22][CH2:23][CH:24]([CH:27]3[CH2:28][CH2:29][N:30]([CH2:33][C:34](=[O:35])[OH:36])[CH2:31][CH2:32]3)[CH2:25][CH2:26]2)[CH2:39][c:40]2[cH:41][c:42]([CH3:48])[c:43]([OH:47])[c:44]([CH3:46])[cH:45]2)[CH2:13][CH2:14]1. Reactants: C(C=C)OC=1C=C(C(=O)OCC=C)C=CC1N (Allyl 3-allyloxy-4-aminobenzoate), C(C)OC(OCC)OCC (triethylorthoformate). Reagents/catalysts: FC(C(=O)O)(F)F (trifluoroacetic acid). Conditions: time 18 hour. The product is C(C=C)OC=1C=C(C(=O)OCC=C)C=CC1NC (allyl 3-allyloxy-4-methylaminobenzoate). Isolated yield 41.0%. As a reaction SMILES: [CH2:1]([O:4][C:5]1[CH:6]=[C:7]([CH:14]=[CH:15][C:16]=1[NH2:17])[C:8]([O:10][CH2:11][CH:12]=[CH2:13])=[O:9])[CH:2]=[CH2:3].[CH2:18](OC(OCC)OCC)C>FC(F)(F)C(O)=O>[CH2:1]([O:4][C:5]1[CH:6]=[C:7]([CH:14]=[CH:15][C:16]=1[NH:17][CH3:18])[C:8]([O:10][CH2:11][CH:12]=[CH2:13])=[O:9])[CH:2]=[CH2:3]. Reported procedure: Allyl 3-allyloxy-4-aminobenzoate (7 g, 30 mM) was dissolved in triethylorthoformate (70 ml), treated with trifluoroacetic acid (10 drops), and heated under reflux for 5 hours. Solvent was removed by evaporation, and the residual oil was dissolved in ethanol (70 ml), then treated with glacial acetic acid (8.59 ml, 150 mM) followed by sodium cyanoborohydride (9.43 g, 150 mM) in several portions. The mixture was then left to stir at ambient temperature under a blanket of argon for 18 hours. Solvent...